Dataset: the Open Reaction Database (ORD), a public repository of structured organic reaction records. Task: describe an organic reaction: reactants, conditions, products, and yield Starting materials: ClC1=NC=CC(=N1)N1C([C@](CC1)(C#N)CC)=O ((3R)-1-(2-chloropyrimidin-4-yl)-3-ethyl-2-oxopyrrolidine-3-carbonitrile), NC1=CC=C(C(=O)NC)C=C1 (4-amino-N-methylbenzamide), C(C)(=O)O (acetic acid). Solvent: CC(C)O (2-propanol). Yields the product C(#N)[C@@]1(C(N(CC1)C1=NC(=NC=C1)NC1=CC=C(C(=O)NC)C=C1)=O)CC (4-((4-((3R)-3-cyano-3-ethyl-2-oxopyrrolidin-1-yl)pyrimidin-2-yl)amino)-N-methylbenzamide). Yield: 41.8%. RXN SMILES: Cl[C:2]1[N:7]=[C:6]([N:8]2[CH2:12][CH2:11][C@:10]([CH2:15][CH3:16])([C:13]#[N:14])[C:9]2=[O:17])[CH:5]=[CH:4][N:3]=1.[NH2:18][C:19]1[CH:28]=[CH:27][C:22]([C:23]([NH:25][CH3:26])=[O:24])=[CH:21][CH:20]=1.C(O)(=O)C>CC(O)C>[C:13]([C@@:10]1([CH2:15][CH3:16])[CH2:11][CH2:12][N:8]([C:6]2[CH:5]=[CH:4][N:3]=[C:2]([NH:18][C:19]3[CH:20]=[CH:21][C:22]([C:23]([NH:25][CH3:26])=[O:24])=[CH:27][CH:28]=3)[N:7]=2)[C:9]1=[O:17])#[N:14]. Reported procedure: A solution of (3R)-1-(2-chloropyrimidin-4-yl)-3-ethyl-2-oxopyrrolidine-3-carbonitrile (51 mg), 4-amino-N-methylbenzamide (32 mg) and acetic acid (12 μL) in 2-propanol (1 mL) was stirred in a microwave reactor at 150° C. for 1 hr. The reaction mixture was concentrated under reduced pressure, saturated aqueous sodium hydrogen carbonate solution was added thereto, and the mixture was extracted with ethyl acetate. The extract was washed with saturated brine, and dried over anhydrous sodium sulfate, ... The reactants are NO (NH2OH), Cl (HCl), [OH-].[K+] (KOH), C(C)(C)(C)OC(CN(CC(=O)OC(C)(C)C)S(=O)(=O)C1=CC=C(C=C1)OC1=CC=C(C=C1)F)=O ({[4-(4-Fluoro-phenoxy)-benzenesulphonyl]-tert-butoxycarbonylmethyl-amino}-aceticacid tert-butyl ester), CN1CCOCC1 (NMM). Run in CO (MeOH), C1CCOC1 (THF). Conditions: temperature 0 celsius, time 40 minute. Product: FC1=CC=C(OC2=CC=C(C=C2)S(=O)(=O)N(CC(NO)=O)CC(=O)O)C=C1 ({[4-(4-Fluoro-phenoxy)-benzenesulphonyl]-hydroxycarbamoylmethyl-amino}-acetic acid). Reaction SMILES: C([O:5][C:6](=O)[CH2:7][N:8]([S:17]([C:20]1[CH:25]=[CH:24][C:23]([O:26][C:27]2[CH:32]=[CH:31][C:30]([F:33])=[CH:29][CH:28]=2)=[CH:22][CH:21]=1)(=[O:19])=[O:18])[CH2:9][C:10]([O:12]C(C)(C)C)=[O:11])(C)(C)C.CN1CCOCC1.[NH2:42][OH:43].Cl.[OH-].[K+]>C1COCC1.CO>[F:33][C:30]1[CH:31]=[CH:32][C:27]([O:26][C:23]2[CH:24]=[CH:25][C:20]([S:17]([N:8]([CH2:9][C:10]([OH:12])=[O:11])[CH2:7][C:6](=[O:5])[NH:42][OH:43])(=[O:19])=[O:18])=[CH:21][CH:22]=2)=[CH:28][CH:29]=1 |f:4.5|. Reported procedure: {Carboxymethyl-[4-(4-bromo-phenoxy)-benzenesulphonyl]-amino}-acetic acid (4b) (500 mg, 1.30 mmol) was dissolved in dry THF (10 mL). ECF (100 μL, 1.12 mmol), and NMM (120 μL, 1.12 mmol) were added and stirred for 40 min at 0° C. NH2OH×HCl (90 mg, 1.30 mmol) and KOH (73 mg, 1.30 mmol) were dissolved in dry MeOH (10 mL) and stirred at 0° C. for 30 min. The solids were filtered off, and the THF solution was added dropwise to the methanol filtrate and stirred for 2 h at 0° C. The reaction mixture was...